Dataset: the Open Reaction Database (ORD), a public repository of structured organic reaction records. Task: describe an organic reaction: reactants, conditions, products, and yield Reactants: [OH-].[Na+] (sodium hydroxide), C(CC(=O)OCC)(=O)OCC (Diethyl malonate), [Na] (sodium), COC=1C(=C(C(=CC1C)C)C=CC(C)=O)C (1-(3-Methoxy-2,4,6-trimethylphenyl)but-1-en-3-one). Solvent: C(C)O (ethanol). The product is OC1=CC(CC(C1)C1=C(C(=C(C=C1C)C)OC)C)=O (3-hydroxy-5-(3-methoxy-2,4,6-trimethylphenyl)cyclohex-2-en-1-one). The yield is 63.0%. RXN SMILES: C(OCC)(=O)[CH2:2][C:3](OCC)=[O:4].[Na].[CH3:13][O:14][C:15]1[C:16]([CH3:28])=[C:17]([CH:23]=[CH:24][C:25](=[O:27])[CH3:26])[C:18]([CH3:22])=[CH:19][C:20]=1[CH3:21].[OH-].[Na+]>C(O)C>[OH:4][C:3]1[CH2:2][CH:23]([C:17]2[C:18]([CH3:22])=[CH:19][C:20]([CH3:21])=[C:15]([O:14][CH3:13])[C:16]=2[CH3:28])[CH2:24][C:25](=[O:27])[CH:26]=1 |f:3.4,^1:11|. Reported procedure: Diethyl malonate (21.0 g) was added to a solution of sodium metal (3.02 g) in anhydrous absolute ethanol (55 ml) and the mixture was heated to reflux temperature. 1-(3-Methoxy-2,4,6-trimethylphenyl)but-1-en-3-one (27.3 g) was added over a period of 2 minutes and the mixture was heated under reflux for a period of 2 hours. An aqueous solution of sodium hydroxide (16.0 g in 100 ml of water) was added and the mixture was heated under reflux for a further 41/2 hours. The aqueous mixture was cooled a... Reactants: BrC=1C=C2C(=NC1)N(N=C2)C (5-bromo-1-methyl-1H-pyrazolo[3,4-b]pyridine), C1(=CC=CC=C1)C(=N)C1=CC=CC=C1 (diphenylmethanimine), tris(dibenzylideneacetone)palladium (0), C1=CC=C(C=C1)P(C2=CC=CC=C2)C3=C(C4=CC=CC=C4C=C3)C5=C(C=CC6=CC=CC=C65)P(C7=CC=CC=C7)C8=CC=CC=C8 ((R)-(+)-2,2′-bis(diphenylphosphino)-1,1′-binaphthyl), CC(C)([O-])C.[Na+] (sodium tert-butoxide), CN1N=CC=2C1=NC=C(C2)N (1-Methyl-1H-pyrazolo[3,4-b]pyridin-5-amine). The solvent is C1(=CC=CC=C1)C (toluene). Run at temperature 115 celsius. Yields the product C1(=CC=CC=C1)C(=NC=1C=C2C(=NC1)N(N=C2)C)C2=CC=CC=C2 (N-(diphenylmethylene)-1-methyl-1H-pyrazolo[3,4-b]pyridin-5-amine). RXN SMILES: [CH3:1][N:2]1[C:6]2=[N:7][CH:8]=[C:9]([NH2:11])[CH:10]=[C:5]2[CH:4]=[N:3]1.BrC1C=C2C=NN(C)C2=NC=1.[C:23]1([C:29]([C:31]2[CH:36]=[CH:35][CH:34]=[CH:33][CH:32]=2)=N)[CH:28]=[CH:27][CH:26]=[CH:25][CH:24]=1.C1C=CC(P(C2C=CC3C(=CC=CC=3)C=2C2C3C(=CC=CC=3)C=CC=2P(C2C=CC=CC=2)C2C=CC=CC=2)C2C=CC=CC=2)=CC=1.CC(C)([O-])C.[Na+]>C1(C)C=CC=CC=1>[C:23]1([C:29]([C:31]2[CH:32]=[CH:33][CH:34]=[CH:35][CH:36]=2)=[N:11][C:9]2[CH:10]=[C:5]3[CH:4]=[N:3][N:2]([CH3:1])[C:6]3=[N:7][CH:8]=2)[CH:28]=[CH:27][CH:26]=[CH:25][CH:24]=1 |f:4.5|. Procedure: 1-Methyl-1H-pyrazolo[3,4-b]pyridin-5-amine. A degassed mixture of 5-bromo-1-methyl-1H-pyrazolo[3,4-b]pyridine (880 mg, 4 mmol), diphenylmethanimine (1.08 g, 6 mmol), tris(dibenzylideneacetone)palladium (0) (734 mg, 0.8 mmol), (R)-(+)-2,2′-bis(diphenylphosphino)-1,1′-binaphthyl (1.24 g, 2 mmol), and sodium tert-butoxide (576 mg, 6 mmol) in toluene (18 mL) was heated at 115° C. under nitrogen overnight. The reaction mixture was purified by column chromatography on silica gel (eluting with 4% ethyl... Starting materials: C(C)(C)(C)OC(COC1=CC(=CC=C1)CNCC1=CC=C(C=C1)C1=NC=CN=C1)=O ({3-[(4-pyrazin-2-yl-benzylamino)-methyl]-phenoxy}-acetic acid tert-butyl ester), C1(=CC=CC=C1)S(=O)(=O)Cl (benzenesulfonyl chloride). Yields the product C(C)(C)(C)OC(COC1=CC(=CC=C1)CN(CC1=CC=C(C=C1)C1=NC=CN=C1)S(=O)(=O)C1=CC=CC=C1)=O ((3-{[Benzenesulfonyl-(4-pyrazin-2-yl-benzyl)-amino]-methyl}-phenoxy)-acetic acid tert-butyl ester). Reaction SMILES: [C:1]([O:5][C:6](=[O:30])[CH2:7][O:8][C:9]1[CH:14]=[CH:13][CH:12]=[C:11]([CH2:15][NH:16][CH2:17][C:18]2[CH:23]=[CH:22][C:21]([C:24]3[CH:29]=[N:28][CH:27]=[CH:26][N:25]=3)=[CH:20][CH:19]=2)[CH:10]=1)([CH3:4])([CH3:3])[CH3:2].[C:31]1([S:37](Cl)(=[O:39])=[O:38])[CH:36]=[CH:35][CH:34]=[CH:33][CH:32]=1>>[C:1]([O:5][C:6](=[O:30])[CH2:7][O:8][C:9]1[CH:14]=[CH:13][CH:12]=[C:11]([CH2:15][N:16]([S:37]([C:31]2[CH:36]=[CH:35][CH:34]=[CH:33][CH:32]=2)(=[O:39])=[O:38])[CH2:17][C:18]2[CH:19]=[CH:20][C:21]([C:24]3[CH:29]=[N:28][CH:27]=[CH:26][N:25]=3)=[CH:22][CH:23]=2)[CH:10]=1)([CH3:4])([CH3:2])[CH3:3]. Procedure details: The title compound of Step A was prepared from {3-[(4-pyrazin-2-yl-benzylamino)-methyl]-phenoxy}-acetic acid tert-butyl ester, prepared in Step A of Example 13b, and benzenesulfonyl chloride following the method described in Example 3, Step B 1H NMR (400 MHz, CDCl3) δ 8.97 (s, 1H), 8.60 (m, 1H), 8.49 (m, 1H), 7.87 (m, 4H), 7.61-7.51 (m, 3H), 7.26-7.08 (m, 3H), 6.75 (m, 1H), 6.63 (m, 1H), 6.58 (m, 1H), 4.38 (s, 2H), 4.34 (s, 2H), 4.31 (s, 2H), 1.47 (s, 9H); MS 546 (M+1).